Dataset: the Open Reaction Database (ORD), a public repository of structured organic reaction records. Task: describe an organic reaction: reactants, conditions, products, and yield Starting materials: COC(C1=CC=CC=C1)(C(=O)C1=CC=CC=C1)OC (benzil dimethyl ketal), C(COCCOCCO)O (triethylene glycol), O.C1(=CC=C(C=C1)S(=O)(=O)O)C (toluene-4-sulfonic acid monohydrate), COC(C1=CC=CC=C1)(C(=O)C1=CC=CC=C1)OC (benzil dimethyl ketal). Reaction conditions: temperature 80 celsius. Product: C1(=CC=CC=C1)C(=O)C(=O)C1=CC=CC=C1 (benzil). RXN SMILES: C[O:2][C:3](OC)([C:10]([C:12]1[CH:17]=[CH:16][CH:15]=[CH:14][CH:13]=1)=[O:11])[C:4]1[CH:9]=[CH:8][CH:7]=[CH:6][CH:5]=1.C(O)COCCOCCO.O.C1(C)C=CC(S(O)(=O)=O)=CC=1>>[C:12]1([C:10]([C:3]([C:4]2[CH:9]=[CH:8][CH:7]=[CH:6][CH:5]=2)=[O:2])=[O:11])[CH:13]=[CH:14][CH:15]=[CH:16][CH:17]=1 |f:2.3|. Reported procedure: A mixture of 153.8 g (0.6 mole) of benzil dimethyl ketal, 90.1 g (0.6 mole) of triethylene glycol and 3.9 g of toluene-4-sulfonic acid monohydrate are heated to 75-85° C. under an aspirator vacuum (20-30 mbar). At about 63° C., everything is dissolved. The course of the reaction is monitored by thin-layer chromatography. The reaction is stopped as soon as less than 1% of benzil dimethyl ketal is present in the mixture or the amount of benzil formed is larger than the amount of benzil dimethyl ke...